Dataset: the Open Reaction Database (ORD), a public repository of structured organic reaction records. Task: describe an organic reaction: reactants, conditions, products, and yield Starting materials: C(=O)([O-])[O-].[K+].[K+] (K2CO3), Cl (HCl), NC=1C=C(C(=O)O)C=CC1N (3,4-diaminobenzoic acid), N(=C=S)C1=C(C=CC=C1)C(F)(F)F (1-isothiocyanato-2-trifluoromethylbenzene), NC(=S)N (thiourea). Solvent: CN(C)C=O (DMF). Run at time 4 hour. Product: FC(C1=C(C=CC=C1)NC1=NC2=C(N1)C=CC(=C2)C(=O)O)(F)F (2-(2-trifluoromethylphenylamino)-1H-benzoimidazole-5-carboxylic acid). Reaction SMILES: [NH2:1][C:2]1[CH:3]=[C:4]([CH:8]=[CH:9][C:10]=1[NH2:11])[C:5]([OH:7])=[O:6].[N:12]([C:15]1[CH:20]=[CH:19][CH:18]=[CH:17][C:16]=1[C:21]([F:24])([F:23])[F:22])=[C:13]=S.NC(N)=S.C([O-])([O-])=O.[K+].[K+].Cl>CN(C=O)C>[F:22][C:21]([F:23])([F:24])[C:16]1[CH:17]=[CH:18][CH:19]=[CH:20][C:15]=1[NH:12][C:13]1[NH:11][C:10]2[CH:9]=[CH:8][C:4]([C:5]([OH:7])=[O:6])=[CH:3][C:2]=2[N:1]=1 |f:3.4.5|. Procedure details: A solution of 3,4-diaminobenzoic acid (3 mmol) in DMF (10 mL) was charged with 1-isothiocyanato-2-trifluoromethylbenzene (3.3 mmol) and the resulting solution was stirred at RT for 4 h. After thiourea formation was complete, solid K2CO3 (10 mmol) was added to the reaction mixture, and the mixture was heated at 90° C. for 10 h. The reaction mixture was cooled to RT and acidified with 10% aqueous HCl to pH 7. The contents were poured onto ice cold water (30 mL) with vigorous stirring. The solid fo... The reactants are ClCC=1C=CC(=C(C#N)C1)OC(C)C (5-(chloromethyl)-2-isopropoxybenzonitrile), C([O-])([O-])=O.[Cs+].[Cs+] (cesium carbonate), OC1=CC=2C=C3N(C2C=C1)CCC3CC(=O)OC(C)(C)C (tert-Butyl 2-(7-hydroxy-2,3-dihydro-1H-pyrrolo[1,2-a]indol-1-yl)acetate). Run in CN(C)C=O (DMF). Reaction conditions: time 2 day. Yields the product C(#N)C=1C=C(COC2=CC=3C=C4N(C3C=C2)CCC4CC(=O)OC(C)(C)C)C=CC1OC(C)C (tert-Butyl 2-(7-(3-cyano-4-isopropoxybenzyloxy)-2,3-dihydro-1H-pyrrolo[1,2-a]indol-1-yl)acetate). Yield: 62.7%. Reaction SMILES: [OH:1][C:2]1[CH:10]=[CH:9][C:8]2[N:7]3[CH2:11][CH2:12][CH:13]([CH2:14][C:15]([O:17][C:18]([CH3:21])([CH3:20])[CH3:19])=[O:16])[C:6]3=[CH:5][C:4]=2[CH:3]=1.Cl[CH2:23][C:24]1[CH:25]=[CH:26][C:27]([O:32][CH:33]([CH3:35])[CH3:34])=[C:28]([CH:31]=1)[C:29]#[N:30].C(=O)([O-])[O-].[Cs+].[Cs+]>CN(C=O)C>[C:29]([C:28]1[CH:31]=[C:24]([CH:25]=[CH:26][C:27]=1[O:32][CH:33]([CH3:35])[CH3:34])[CH2:23][O:1][C:2]1[CH:10]=[CH:9][C:8]2[N:7]3[CH2:11][CH2:12][CH:13]([CH2:14][C:15]([O:17][C:18]([CH3:21])([CH3:20])[CH3:19])=[O:16])[C:6]3=[CH:5][C:4]=2[CH:3]=1)#[N:30] |f:2.3.4|. Procedure details: tert-Butyl 2-(7-hydroxy-2,3-dihydro-1H-pyrrolo[1,2-a]indol-1-yl)acetate (461 mg, 1.60 mmol) was dissolved in DMF (3.0 mL) and 5-(chloromethyl)-2-isopropoxybenzonitrile (337 mg, 1.60 mmol) and cesium carbonate (533 mg, 1.60 mmol) were added. The reaction mixture was stirred at room temperature for 2 days and partitioned between ethyl acetate and water. The organics were removed and the aqueous mixture was extracted two times with ethyl acetate. The combined extracts were dried over Na2SO4, filter... Starting materials: C1CCOC1, COC(=O)c1nc(C(C)=O)c(Cl)c(F)c1Nc1ccccc1F, CC(C)=NO, CC(C)(C)[O-], [K+]. Product: COC(=O)c1nc(C(C)=O)c(ON=C(C)C)c(F)c1Nc1ccccc1F. As a reaction SMILES: [CH2:35]1[O:36][CH2:37][CH2:38][CH2:39]1.[CH3:12][O:13][C:14](=[O:15])[c:16]1[n:17][c:18]([C:32]([CH3:33])=[O:34])[c:19]([Cl:31])[c:20]([F:30])[c:21]1[NH:22][c:23]1[c:24]([F:29])[cH:25][cH:26][cH:27][cH:28]1.[CH3:1][C:2]([CH3:3])=[N:4][OH:5].[CH3:6][C:7]([CH3:8])([O-:9])[CH3:10].[K+:11]>>[CH3:1][C:2]([CH3:3])=[N:4][O:5][c:19]1[c:18]([C:32]([CH3:33])=[O:34])[n:17][c:16]([C:14]([O:13][CH3:12])=[O:15])[c:21]([NH:22][c:23]2[c:24]([F:29])[cH:25][cH:26][cH:27][cH:28]2)[c:20]1[F:30]. Starting materials: C(CCCCC)C1=CC=C(C(CBr)=O)C=C1 (4-hexylphenacyl bromide), FC=1C=C(C=CC1OC)S (3-fluoro-4-methoxythiophenol), FC=1C=C(N)C=CC1OC (3-fluoro-4-methoxyaniline). The solvent is CCOCC (ether). Product: FC1=CC(=CC2=C1SC(=C2)C2=CC=C(C=C2)CCCCCC)OC (7-fluoro-2-(4-hexylphenyl)-5-methoxybenzo[b]thiophene), Br.C(C)(=O)O (hydrobromic acid acetic acid). Reaction SMILES: F[C:2]1[CH:3]=[C:4]([SH:10])[CH:5]=[CH:6][C:7]=1[O:8][CH3:9].[F:11]C1C=C(C=[CH:17][C:18]=1[O:19]C)N.[CH2:21]([C:27]1[CH:36]=[CH:35][C:30]([C:31](=[O:34])[CH2:32][Br:33])=[CH:29][CH:28]=1)[CH2:22][CH2:23][CH2:24][CH2:25][CH3:26]>CCOCC>[F:11][C:3]1[C:4]2[S:10][C:31]([C:30]3[CH:35]=[CH:36][C:27]([CH2:21][CH2:22][CH2:23][CH2:24][CH2:25][CH3:26])=[CH:28][CH:29]=3)=[CH:32][C:5]=2[CH:6]=[C:7]([O:8][CH3:9])[CH:2]=1.[BrH:33].[C:18]([OH:19])(=[O:34])[CH3:17] |f:5.6|. Procedure: 7-Fluoro-2-(4-hexylphenyl)-5-octyloxybenzo[b]thiophene is obtained by reacting 3-fluoro-4-methoxythiophenol (obtainable analogously to Reference 7 from 3-fluoro-4-methoxyaniline [366-99-4]) and 4-hexylphenacyl bromide analogously to Reference 5 to give 7-fluoro-2-(4-hexylphenyl)-5-methoxybenzo[b]thiophene, ether cleavage by means of hydrobromic acid/acetic acid to give 7-fluoro-2-(4-hexylphenyl]-5-hydroxybenzo[b]thiophene and Williamson ether synthesis using octyl bromide in 2-butanone in the pr... The reactants are C/C=C/C[C@@H](C)[C@H]([C@@H](C(=O)O)NC)O (MeBmt), trans-oxazolidinone, [OH-].[K+] (KOH), C/C=C/C[C@@H](C)[C@H]([C@@H](C(=O)O)NC)O (MeBmt). Yields the product OC([C@H](NC)C(=O)O)C(C)C (β-hydroxy-N-methylleucine). Reaction SMILES: [OH-].[K+].C/C=C/[CH2:6][C@H:7]([C@@H:9]([OH:16])[C@H:10]([NH:14][CH3:15])[C:11]([OH:13])=[O:12])[CH3:8]>>[OH:16][CH:9]([CH:7]([CH3:8])[CH3:6])[C@@H:10]([C:11]([OH:13])=[O:12])[NH:14][CH3:15] |f:0.1|. Procedure details: At the same time, an elegant asymmetric glycine enolate reaction was developed by Evans and Weber for the synthesis of MeBmt and other chiral amino acids. (See, Evans, D. A. and Weber, A. E., J. Am. Chem. Soc., 108:6757 [1986]). The approach was also applied to prepare MeLeu(OH) (See, FIG. 6). In the reaction sequence, the chiral glycine synthon isothiocyanate was obtained from corresponding chloroacetate and followed by azide replacement in 56% yield. The isothiocyanate chiral auxiliary was con... Reactants: FC(C(=O)O)(F)F (Trifluoroacetic acid), C(C)OCC=1N(C2=C(C=NC=3C=CC=CC23)N1)CC(C)(C)NC(CCCCCNC(OC(C)(C)C)=O)=O (tert-butyl 6-({2-[2-(ethoxymethyl)-1H-imidazo[4,5-c]quinolin-1-yl]-1,1-dimethylethyl}amino)-6-oxohexylcarbamate). The solvent is ClCCl (dichloromethane), O (water), [OH-].[NH4+] (ammonium hydroxide). Run at time 1.5 hour. Yields the product NCCCCCC(=O)NC(CN1C(=NC=2C=NC=3C=CC=CC3C21)COCC)(C)C (6-amino-N-{2-[2-(ethoxymethyl)-1H-imidazo[4,5-c]quinolin-1-yl]-1,1-dimethylethyl}hexanamide). Yield: 105.6%. RXN SMILES: FC(F)(F)C(O)=O.[CH2:8]([O:10][CH2:11][C:12]1[N:13]([CH2:25][C:26]([NH:29][C:30](=[O:44])[CH2:31][CH2:32][CH2:33][CH2:34][CH2:35][NH:36]C(=O)OC(C)(C)C)([CH3:28])[CH3:27])[C:14]2[C:23]3[CH:22]=[CH:21][CH:20]=[CH:19][C:18]=3[N:17]=[CH:16][C:15]=2[N:24]=1)[CH3:9]>ClCCl.O.[OH-].[NH4+]>[NH2:36][CH2:35][CH2:34][CH2:33][CH2:32][CH2:31][C:30]([NH:29][C:26]([CH3:27])([CH3:28])[CH2:25][N:13]1[C:14]2[C:23]3[CH:22]=[CH:21][CH:20]=[CH:19][C:18]=3[N:17]=[CH:16][C:15]=2[N:24]=[C:12]1[CH2:11][O:10][CH2:8][CH3:9])=[O:44] |f:4.5|. Reported procedure: Trifluoroacetic acid (30 mL) was added slowly to a solution of tert-butyl 6-({2-[2-(ethoxymethyl)-1H-imidazo[4,5-c]quinolin-1-yl]-1,1-dimethylethyl}amino)-6-oxohexylcarbamate (3.99 g, 7.82 mmol) in dichloromethane (80 mL) at room temperature. After 1.5 hours, the solution was concentrated under reduced pressure to afford an oil. The oil was dissolved in a small amount of water and concentrated ammonium hydroxide. The resulting basic mixture was extracted with dichloromethane multiple times. The ... Starting materials: N1=CC(=CC=C1)C=O (3-Pyridinecarboxaldehyde), COC=1C=C(CC#N)C=CC1OC (3,4-dimethoxybenzyl cyanide). Yields the product COC=1C=C(C=CC1OC)/C(/C#N)=C/C=1C=NC=CC1 ((Z)-2-(3,4-dimethoxy-phenyl)-3-pyridin-3-yl-acrylonitrile). Isolated yield 90.0%. Reaction SMILES: [N:1]1[CH:6]=[CH:5][CH:4]=[C:3]([CH:7]=O)[CH:2]=1.[CH3:9][O:10][C:11]1[CH:12]=[C:13]([CH:17]=[CH:18][C:19]=1[O:20][CH3:21])[CH2:14][C:15]#[N:16]>>[CH3:9][O:10][C:11]1[CH:12]=[C:13](/[C:14](=[CH:7]/[C:3]2[CH:2]=[N:1][CH:6]=[CH:5][CH:4]=2)/[C:15]#[N:16])[CH:17]=[CH:18][C:19]=1[O:20][CH3:21]. Procedure: 3-Pyridinecarboxaldehyde (2.14 g) was condensed with 3,4-dimethoxybenzyl cyanide (3.54 g) through Method A (production step 2), to thereby yield the target product (yield: 4.79 g, 90%). Product: C(C)(C)(C)OC(N(C)[C@H]1CN(C[C@@H]1C1=CC(=C(C=C1)Cl)Cl)C(=O)C1CCN(CC1)CC1CC1)=O (rac-[(3R,4S)-1-(1-cyclopropylmethyl-piperidine-4-carbonyl)-4-(3,4-dichloro-phenyl)-pyrrolidin-3-yl]-methyl-carbamic acid tert-butyl ester). Reactants: C(C)(C)(C)OC(N(C)[C@H]1CNC[C@@H]1C1=CC(=C(C=C1)Cl)Cl)=O (rac-[(3R,4S)-4-(3,4-dichloro-phenyl)-pyrrolidin-3-yl]-methyl-carbamic acid tert-butyl ester), C1(CC1)CN1CCC(CC1)C(=O)O (1-(1-cyclopropylmethyl)-piperidine-4-carboxylic acid). As a reaction SMILES: [C:1]([O:5][C:6](=[O:22])[N:7]([C@@H:9]1[C@@H:13]([C:14]2[CH:19]=[CH:18][C:17]([Cl:20])=[C:16]([Cl:21])[CH:15]=2)[CH2:12][NH:11][CH2:10]1)[CH3:8])([CH3:4])([CH3:3])[CH3:2].[CH:23]1([CH2:26][N:27]2[CH2:32][CH2:31][CH:30]([C:33](O)=[O:34])[CH2:29][CH2:28]2)[CH2:25][CH2:24]1>>[C:1]([O:5][C:6](=[O:22])[N:7]([C@@H:9]1[C@@H:13]([C:14]2[CH:19]=[CH:18][C:17]([Cl:20])=[C:16]([Cl:21])[CH:15]=2)[CH2:12][N:11]([C:33]([CH:30]2[CH2:31][CH2:32][N:27]([CH2:26][CH:23]3[CH2:25][CH2:24]3)[CH2:28][CH2:29]2)=[O:34])[CH2:10]1)[CH3:8])([CH3:4])([CH3:2])[CH3:3]. Procedure details: In analogy to the procedure described for the synthesis of example 1 (step f), the title compound rac-[(3R,4S)-1-(1-cyclopropylmethyl-piperidine-4-carbonyl)-4-(3,4-dichloro-phenyl)-pyrrolidin-3-yl]-methyl-carbamic acid tert-butyl ester was prepared from rac-[(3R,4S)-4-(3,4-dichloro-phenyl)-pyrrolidin-3-yl]-methyl-carbamic acid tert-butyl ester using 1-(1-cyclopropylmethyl)-piperidine-4-carboxylic acid instead of 1-(1-methyl-cyclopropanecarbonyl)-piperidine-4-carboxylic acid and was obtained as a... Reactants: CC(C(CC1C(CCC2=CC=CC=C12)=O)=O)(C)C (1-(3,3-dimethyl-2-oxobutyl)-2-tetralone), NC1=CC=C(C(C(=O)O)=C1)O (5-aminosalicylic acid), off-white crystals. The solvent is C(C)(=O)O (acetic acid). The product is C(C)(C)(C)C=1N(C=2CCC3=C(C2C1)C=CC=C3)C3=CC(=C(C=C3)O)C(=O)O (2-(t-Butyl)-3-(3-carboxy-4-hydroxyphenyl)-4,5-dihydrobenz[e]indole). Reaction SMILES: [CH3:1][C:2]([CH3:18])([CH3:17])[C:3](=O)[CH2:4][CH:5]1[C:14]2[C:9](=[CH:10][CH:11]=[CH:12][CH:13]=2)[CH2:8][CH2:7][C:6]1=O.[NH2:19][C:20]1[CH:28]=[C:24]([C:25]([OH:27])=[O:26])[C:23]([OH:29])=[CH:22][CH:21]=1>C(O)(=O)C>[C:2]([C:3]1[N:19]([C:20]2[CH:21]=[CH:22][C:23]([OH:29])=[C:24]([C:25]([OH:27])=[O:26])[CH:28]=2)[C:6]2[CH2:7][CH2:8][C:9]3[CH:10]=[CH:11][CH:12]=[CH:13][C:14]=3[C:5]=2[CH:4]=1)([CH3:18])([CH3:17])[CH3:1]. Reported procedure: A mixture of 15.2 g. (0.062 mole) of 1-(3,3-dimethyl-2-oxobutyl)-2-tetralone, 9.5 g. (0.062 mole) of 5-aminosalicylic acid, and 50 ml. of glacial acetic acid was heated under reflux under nitrogen for 1.5 hours, cooled and filtered. The collected solid was washed with acetic acid and petroleum ether and then recrystallized from acetonitrile to provide 10.4 g. (46%) of off-white crystals, m.p. 258°-260°. Reactants: O (H2O), C1=CN(C=N1)C(=O)N2C=CN=C2 (CDI), C1=CC(=C(C=C1C=2C=CC(=CC2F)F)C(=O)O)O (diflunisal), C(CC)O (n-PrOH). Solvent: CN(C)C=O (DMF). Conditions: temperature 50 celsius, time 2 hour. Yields the product FC1=C(C=CC(=C1)F)C1=CC(=C(C=C1)O)C(=O)OCCC (propyl 2′,4′-difluoro-4-hydroxybiphenyl-3-carboxylate). Isolated yield 76.0%. Reaction SMILES: C1N=CN(C(N2C=NC=C2)=O)C=1.[CH:13]1[C:18]([C:19]2[CH:20]=[CH:21][C:22]([F:26])=[CH:23][C:24]=2[F:25])=[CH:17][C:16]([C:27]([OH:29])=[O:28])=[C:15]([OH:30])[CH:14]=1.[CH2:31](O)[CH2:32][CH3:33].O>CN(C=O)C>[F:25][C:24]1[CH:23]=[C:22]([F:26])[CH:21]=[CH:20][C:19]=1[C:18]1[CH:13]=[CH:14][C:15]([OH:30])=[C:16]([C:27]([O:29][CH2:31][CH2:32][CH3:33])=[O:28])[CH:17]=1. Reported procedure: CDI (972 mg, 5.99 mmol) was added to a solution of diflunisal (1.50 g, 5.99 mmol) in DMF (30 mL). The reaction mixture was stirred at 50° C. for 2 h and n-PrOH (1.13 mL, 14.97 mmol) was dropwise added. The reaction mixture was stirred at 50° C. for 3 h and allowed to reach r.t. It was poured into H2O (50 mL) and extracted with Et2O (2×50 mL). The organic layer was washed with NaHCO3 (20 mL, saturated aqueous solution), dried over Na2SO4 (anhydrous), filtered and concentrated. The crude residue w...